Dataset: the Open Reaction Database (ORD), a public repository of structured organic reaction records. Task: describe an organic reaction: reactants, conditions, products, and yield The reactants are [BH4-].[Na+] (NaBH4), C(CCC)[Sn](C1=CC=CC=C1)(C1=CC=CC=C1)I (BuSnPh2I). Run in C(C)O (ethanol), petroleum ether, C(C)O (ethanol). Reaction conditions: temperature 0 celsius. Yields the product C(CCC)[SnH](C1=CC=CC=C1)C1=CC=CC=C1 (Butyldiphenyltin Hydride). RXN SMILES: [BH4-].[Na+].[CH2:3]([Sn:7](I)([C:14]1[CH:19]=[CH:18][CH:17]=[CH:16][CH:15]=1)[C:8]1[CH:13]=[CH:12][CH:11]=[CH:10][CH:9]=1)[CH2:4][CH2:5][CH3:6]>C(O)C>[CH2:3]([SnH:7]([C:14]1[CH:19]=[CH:18][CH:17]=[CH:16][CH:15]=1)[C:8]1[CH:9]=[CH:10][CH:11]=[CH:12][CH:13]=1)[CH2:4][CH2:5][CH3:6] |f:0.1|. Procedure details: In a Schlenk tube, a suspension of NaBH4 (1.31 g, 34 mmol) in 50 mL of absolute ethanol was cooled at 0° C. under nitrogen. Then, a solution of BuSnPh2I (22.2 g) in ethanol was added slowly under stirring. After 3 hours at room temperature in the dark, petroleum ether was added, the solution was washed and dried over MgSO4. Solvents were eliminated under reduced pressure. A colourless oil was obtained (6.67 g, 0.02 mol). Starting materials: C12C(C3CC(CC(C1)C3)C2)N2NC(C2=O)(C)C (2-(Adamantan-2-yl)-4,4-dimethyl-1,2-diazetidin-3-one), FC(C1=C(CBr)C=CC=C1)(F)F (2-(trifluoromethyl)benzyl bromide). Yields the product CC1(C(N(N1CC1=C(C=CC=C1)C(F)(F)F)C1C2CC3CC(CC1C3)C2)=O)C (4,4-dimethyl-2-(adamantan-2-yl)-1-[2-(trifluoromethyl)benzyl]-1,2-diazetidin-3-one). RXN SMILES: [CH:1]12[CH2:10][CH:5]3[CH2:6][CH:7]([CH2:9][CH:3]([CH2:4]3)[CH:2]1[N:11]1[C:14](=[O:15])[C:13]([CH3:17])([CH3:16])[NH:12]1)[CH2:8]2.[F:18][C:19]([F:29])([F:28])[C:20]1[CH:27]=[CH:26][CH:25]=[CH:24][C:21]=1[CH2:22]Br>>[CH3:16][C:13]1([CH3:17])[N:12]([CH2:22][C:21]2[CH:24]=[CH:25][CH:26]=[CH:27][C:20]=2[C:19]([F:18])([F:28])[F:29])[N:11]([CH:2]2[CH:3]3[CH2:4][CH:5]4[CH2:6][CH:7]([CH2:8][CH:1]2[CH2:10]4)[CH2:9]3)[C:14]1=[O:15]. Reported procedure: 2-(Adamantan-2-yl)-4,4-dimethyl-1,2-diazetidin-3-one and 2-(trifluoromethyl)benzyl bromide were used for a similar reaction and treatment as Process 6 of Example 1, and the title compound was obtained as a white crystalline powder. The reactants are O=C(CC(=O)OCc1ccccc1)OCc1ccccc1, CC(C)(C)[O-], CS(C)=O, O=[N+]([O-])c1ccc(Cl)nc1, [K+]. The product is O=C(OCc1ccccc1)C(C(=O)OCc1ccccc1)c1ccc([N+](=O)[O-])cn1. RXN SMILES: [C:7]([CH2:8][C:9](=[O:10])[O:11][CH2:12][c:13]1[cH:14][cH:15][cH:16][cH:17][cH:18]1)(=[O:19])[O:20][CH2:21][c:22]1[cH:23][cH:24][cH:25][cH:26][cH:27]1.[CH3:1][C:2]([CH3:3])([O-:4])[CH3:5].[CH3:38][S:39]([CH3:40])=[O:41].[Cl:28][c:29]1[n:30][cH:31][c:32]([N+:35](=[O:36])[O-:37])[cH:33][cH:34]1.[K+:6]>>[C:7]([CH:8]([C:9](=[O:10])[O:11][CH2:12][c:13]1[cH:14][cH:15][cH:16][cH:17][cH:18]1)[c:29]1[n:30][cH:31][c:32]([N+:35](=[O:36])[O-:37])[cH:33][cH:34]1)(=[O:19])[O:20][CH2:21][c:22]1[cH:23][cH:24][cH:25][cH:26][cH:27]1.